Dataset: the Open Reaction Database (ORD), a public repository of structured organic reaction records. Task: describe an organic reaction: reactants, conditions, products, and yield Starting materials: C(C)OCC (diethyl ether), C[O-].[Na+] (sodium methanolate), COC=1C=C2C(=C(NC2=CC1)C)CC#N ((5-methoxy-2-methyl-1H-indol-3-yl)-acetonitrile), N1=CC(=CC=C1)C=O (pyridine-3-carbaldehyde), compound ( 35 ). The solvent is ClCCl (dichloromethane), C(C)O (ethanol). Run at temperature 50 celsius. Yields the product COC=1C=C2C(=C(NC2=CC1)C)/C(/C#N)=C/C=1C=NC=CC1 ((Z)-2-(5-methoxy-2-methyl-1H-indol-3-yl)-3-pyridin-3-yl-acrylonitrile). As a reaction SMILES: C[O-].[Na+].[CH3:4][O:5][C:6]1[CH:7]=[C:8]2[C:12](=[CH:13][CH:14]=1)[NH:11][C:10]([CH3:15])=[C:9]2[CH2:16][C:17]#[N:18].[N:19]1[CH:24]=[CH:23][CH:22]=[C:21]([CH:25]=O)[CH:20]=1.C(OCC)C>C(O)C.ClCCl>[CH3:4][O:5][C:6]1[CH:7]=[C:8]2[C:12](=[CH:13][CH:14]=1)[NH:11][C:10]([CH3:15])=[C:9]2/[C:16](=[CH:25]/[C:21]1[CH:20]=[N:19][CH:24]=[CH:23][CH:22]=1)/[C:17]#[N:18] |f:0.1|. Reported procedure: To a solution of sodium methanolate (162 mg, 3.0 mmol, 2.0 eq.) in anhydrous ethanol (20 mL) were added, under an argon atmosphere, (5-methoxy-2-methyl-1H-indol-3-yl)-acetonitrile (300 mg, 1.5 mmol, 1.0 eq.) and, after 30 minutes stirring, pyridine-3-carbaldehyde (352 μL, 3.8 mmol, 2.5 eq.). The reaction apparatus was protected from light and the mixture heated at 50° C. for 12 hours. The reaction was allowed to cool to room temperature and then, the solvent was removed under reduced pressure an... Starting materials: OC1CCCC(Cc2ccccc2)CCC1, CC(C)=O, CC(C)O, O=[Cr](=O)(O)O, O, O=S(=O)(O)O. Yields the product O=C1CCCC(Cc2ccccc2)CCC1. Reaction SMILES: [CH2:1]([c:2]1[cH:3][cH:4][cH:5][cH:6][cH:7]1)[CH:8]1[CH2:9][CH2:10][CH2:11][CH:12]([OH:16])[CH2:13][CH2:14][CH2:15]1.[CH3:28][C:29](=[O:30])[CH3:31].[CH3:32][CH:33]([OH:34])[CH3:35].[Cr:22]([OH:23])([OH:24])(=[O:25])=[O:26].[OH2:27].[S:17](=[O:18])(=[O:19])([OH:20])[OH:21]>>[CH2:1]([c:2]1[cH:3][cH:4][cH:5][cH:6][cH:7]1)[CH:8]1[CH2:9][CH2:10][CH2:11][C:12](=[O:16])[CH2:13][CH2:14][CH2:15]1.